From a dataset of the Open Reaction Database (ORD), a public repository of structured organic reaction records. describe an organic reaction: reactants, conditions, products, and yield The reactants are C(C=C)Cl (allyl chloride), ClC1C=CCCC1 (3-chlorocyclohexene), C1(C=CCCC1)=O (2-cyclohexenone), C[Si](C)(C)Cl (TMSCl). Solvent: C1CCOC1 (THF), C1CCOC1 (THF). Reaction conditions: time 5 minute. Yields the product C1(C=CCCC1)C1CC(CCC1)=O (3-(2-cyclohexenyl)cyclohexanone). Isolated yield 52.4%. RXN SMILES: Cl[CH:2]1[CH2:7][CH2:6][CH2:5][CH:4]=[CH:3]1.C(Cl)C=C.C[Si](Cl)(C)C.[C:17]1(=[O:23])[CH2:22][CH2:21][CH2:20][CH:19]=[CH:18]1>C1COCC1>[CH:2]1([CH:19]2[CH2:20][CH2:21][CH2:22][C:17](=[O:23])[CH2:18]2)[CH2:7][CH2:6][CH2:5][CH:4]=[CH:3]1. Procedure: In an effort to diminish homocoupling, 3-chlorocyclohexene (3.20 mmol) was weighed in a large vial and capped with a septum. Once under an argon atmosphere, THF (10 ml) was added to the vial. To a stirring active coppersolution (8.23 mmol in 23 ml of THF) at -95° C., the allyl chloride is delivered dropwise from a cannula, over 30 minutes. After 5 minutes, TMSCl (2.84 mmol) is injected neat prior to the neat, dropwise injection of 2-cyclohexenone (0.82 mmol). The reaction flask is placed in a -7...